This data is from the Open Reaction Database (ORD), a public repository of structured organic reaction records. The task is: describe an organic reaction: reactants, conditions, products, and yield Reactants: [Al+3], C1CCOC1, [H-], [H-], [H-], [H-], [Li+], CCOC(=O)CC1CC(c2ccccc2)c2ccccc21. Product: OCCC1CC(c2ccccc2)c2ccccc21. As a reaction SMILES: [Al+3:23].[CH2:28]1[O:29][CH2:30][CH2:31][CH2:32]1.[H-:22].[H-:25].[H-:26].[H-:27].[Li+:24].[c:1]1([CH:7]2[CH2:8][CH:9]([CH2:16][C:17](=[O:18])[O:19][CH2:20][CH3:21])[c:10]3[cH:11][cH:12][cH:13][cH:14][c:15]32)[cH:2][cH:3][cH:4][cH:5][cH:6]1>>[c:1]1([CH:7]2[CH2:8][CH:9]([CH2:16][CH2:17][OH:18])[c:10]3[cH:11][cH:12][cH:13][cH:14][c:15]32)[cH:2][cH:3][cH:4][cH:5][cH:6]1. Starting materials: C1(=CC=CC=C1)SCN1S(N(C(C1=O)CCC(C)(Cl)C)C)(=O)=O (2-phenylthiomethyl-4-(3-methyl-3-chlorobutyl)-5-methyl-1,2,5-thiadiazolidin-3-one 1,1-dioxide), S(=O)(=O)(Cl)Cl (sulfuryl chloride). The solvent is C(Cl)Cl (methylene chloride). Conditions: time 2 hour. Yields the product ClCN1S(N(C(C1=O)CCC(C)(Cl)C)C)(=O)=O (2-chloromethyl-4-(3-methyl-3-chlorobutyl)-5-methyl-1,2,5-thiadiazolidin-3-one 1,1-dioxide). Isolated yield 35.4%. Reaction SMILES: C1(S[CH2:8][N:9]2[C:13](=[O:14])[CH:12]([CH2:15][CH2:16][C:17]([CH3:20])([Cl:19])[CH3:18])[N:11]([CH3:21])[S:10]2(=[O:23])=[O:22])C=CC=CC=1.S(Cl)([Cl:27])(=O)=O>C(Cl)Cl>[Cl:27][CH2:8][N:9]1[C:13](=[O:14])[CH:12]([CH2:15][CH2:16][C:17]([CH3:20])([Cl:19])[CH3:18])[N:11]([CH3:21])[S:10]1(=[O:23])=[O:22]. Reported procedure: To a solution of 2-phenylthiomethyl-4-(3-methyl-3-chlorobutyl)-5-methyl-1,2,5-thiadiazolidin-3-one 1,1-dioxide (1. 396 g, 3.82 mmol) in 30 ml of methylene chloride was added sulfuryl chloride (0.366 ml, 4.58 mmol) and the mixture was stirred for 2 hours at room temperature. The mixture was concentrated in vacuo and the residue was purified by silica column chromatography (10% ethyl acetate in hexane) to afford 410 mg (35.4%) of 2-chloromethyl-4-(3-methyl-3-chlorobutyl)-5-methyl-1,2,5-thiadiazoli... Starting materials: CC12OC(C(CC1=NO)CC2)C (1,3-dimethyl-2-oxabicyclo[2,2,2]octan-6-one-oxime), S(O)(O)(=O)=O (sulfuric acid), N(=O)[O-].[Na+] (sodium nitrite), O (water). Run in C(C)OCC (diethylether). Run at time 3 hour. The product is CC12OC(C(CC1=O)CC2)C (1,3-dimethyl-2-oxabicyclo[2,2,2]octan-6-one). Reaction SMILES: [CH3:1][C:2]12[CH2:11][CH2:10][CH:5]([CH2:6][C:7]1=NO)[CH:4]([CH3:12])[O:3]2.N([O-])=[O:14].[Na+].O.S(=O)(=O)(O)O>C(OCC)C>[CH3:1][C:2]12[CH2:11][CH2:10][CH:5]([CH2:6][C:7]1=[O:14])[CH:4]([CH3:12])[O:3]2 |f:1.2|. Procedure: To a mixture of 20.5 g. 1,3-dimethyl-2-oxabicyclo[2,2,2]octan-6-one-oxime, 16 g. sodium nitrite, 350 ml. water and 100 ml. diethylether at 25° C. there is added dropwise 100 ml. of 2 N sulfuric acid and the mixture is allowed to stand with occasional stirring for 3 hours. The organic layer is washed with 10% aqueous sodium bicarbonate and evaporated. To the resulting residue at 0° C. there is added 70 ml. concentrated ammonium hydroxide. This mixture is then extracted several times with diethyl ... RXN SMILES: [CH2:1]([CH2:2][CH2:3][CH3:4])[O:5][CH2:6][CH2:7][O:8][c:9]1[cH:10][cH:11][c:12](-[c:15]2[cH:16][cH:17][c:18]3[c:19]([cH:48]2)[CH:20]=[C:21]([C:29](=[O:30])[NH:31][c:32]2[cH:33][c:34]([O:46][CH3:47])[c:35]([S:38][CH2:39][c:40]4[cH:41][n:42][cH:43][cH:44][cH:45]4)[cH:36][cH:37]2)[CH2:22][CH2:23][N:24]3[CH2:25][CH:26]([CH3:27])[CH3:28])[cH:13][cH:14]1.[CH2:67]([Cl:68])[Cl:69].[Cl:49][c:50]1[cH:51][cH:52][cH:53][c:54]([C:55]([O:56][OH:58])=[O:57])[cH:59]1.[Na+:65].[Na+:66].[S:60]([O-:61])([O-:62])(=[O:63])=[S:64]>>[CH2:1]([CH2:2][CH2:3][CH3:4])[O:5][CH2:6][CH2:7][O:8][c:9]1[cH:10][cH:11][c:12](-[c:15]2[cH:16][cH:17][c:18]3[c:19]([cH:48]2)[CH:20]=[C:21]([C:29](=[O:30])[NH:31][c:32]2[cH:33][c:34]([O:46][CH3:47])[c:35]([S:38]([CH2:39][c:40]4[cH:41][n:42][cH:43][cH:44][cH:45]4)=[O:57])[cH:36][cH:37]2)[CH2:22][CH2:23][N:24]3[CH2:25][CH:26]([CH3:27])[CH3:28])[cH:13][cH:14]1. The product is CCCCOCCOc1ccc(-c2ccc3c(c2)C=C(C(=O)Nc2ccc(S(=O)Cc4cccnc4)c(OC)c2)CCN3CC(C)C)cc1. The reactants are CCCCOCCOc1ccc(-c2ccc3c(c2)C=C(C(=O)Nc2ccc(SCc4cccnc4)c(OC)c2)CCN3CC(C)C)cc1, ClCCl, O=C(OO)c1cccc(Cl)c1, [Na+], [Na+], O=S([O-])([O-])=S.